Dataset: the Open Reaction Database (ORD), a public repository of structured organic reaction records. Task: describe an organic reaction: reactants, conditions, products, and yield Starting materials: NC(C(O)C1=CC(=NC=C1)F)CC1=CC(=CC=C1)OC(C(F)F)(F)F ((1RS,2SR)-2-amino-1-(2-fluoropyridin-4-yl)-3-(3-(1,1,2,2-tetrafluoroethoxy)phenyl)-1-propanol), C=1(C=CC=C2C1C=CCCC2)C(=O)O (6,7-dihydro-5H-benzo[a]cycloheptene-1-carboxylic acid), Cl.C(C)N=C=NCCCN(C)C (1-ethyl-3-(3-dimethylaminopropyl)carbodiimide hydrochloride), ON1N=NC2=C1C=CC=C2 (1-hydroxy-1H-benzotriazole). The solvent is O (water), C(C)#N (acetonitrile). Reaction conditions: time 8 hour. Product: FC1=NC=CC(=C1)C(C(CC1=CC(=CC=C1)OC(C(F)F)(F)F)NC(=O)C=1C=CC=C2C1C=CCCC2)O (N-((1RS,2SR)-2-(2-fluoropyridin-4-yl)-2-hydroxy-1-((3-(1,1,2,2-tetrafluoroethoxy)phenyl)methyl)ethyl)-6,7-dihydro-5H-benzo[a]cycloheptene-1-carboxamide). Isolated yield 78.5%. RXN SMILES: [NH2:1][CH:2]([CH2:12][C:13]1[CH:18]=[CH:17][CH:16]=[C:15]([O:19][C:20]([F:25])([F:24])[CH:21]([F:23])[F:22])[CH:14]=1)[CH:3]([C:5]1[CH:10]=[CH:9][N:8]=[C:7]([F:11])[CH:6]=1)[OH:4].[C:26]1([C:37](O)=[O:38])[CH:27]=[CH:28][CH:29]=[C:30]2[CH2:36][CH2:35][CH2:34][CH:33]=[CH:32][C:31]=12.Cl.C(N=C=NCCCN(C)C)C.ON1C2C=CC=CC=2N=N1>C(#N)C.O>[F:11][C:7]1[CH:6]=[C:5]([CH:3]([OH:4])[CH:2]([NH:1][C:37]([C:26]2[CH:27]=[CH:28][CH:29]=[C:30]3[CH2:36][CH2:35][CH2:34][CH:33]=[CH:32][C:31]=23)=[O:38])[CH2:12][C:13]2[CH:18]=[CH:17][CH:16]=[C:15]([O:19][C:20]([F:24])([F:25])[CH:21]([F:22])[F:23])[CH:14]=2)[CH:10]=[CH:9][N:8]=1 |f:2.3|. Procedure: To a solution of (1RS,2SR)-2-amino-1-(2-fluoropyridin-4-yl)-3-(3-(1,1,2,2-tetrafluoroethoxy)phenyl)-1-propanol (300 mg, 0.83 mmol) in acetonitrile (20 ml) were added 6,7-dihydro-5H-benzo[a]cycloheptene-1-carboxylic acid (156 mg, 0.83 mmol), 1-ethyl-3-(3-dimethylaminopropyl)carbodiimide hydrochloride (238 mg, 1.24 mmol) and 1-hydroxy-1H-benzotriazole (127 mg, 0.83 mmol), and the mixture was stirred overnight at room temperature. The reaction solution was diluted with water (100 ml) and extracted ... The reactants are COC(=O)c1cc(Br)oc1C, Cc1cc(F)ccc1B(O)O. The product is COC(=O)c1cc(-c2ccc(F)cc2C)oc1C. RXN SMILES: [Br:1][c:2]1[cH:3][c:4]([C:8](=[O:9])[O:10][CH3:11])[c:5]([CH3:7])[o:6]1.[F:12][c:13]1[cH:14][c:15]([CH3:22])[c:16]([B:19]([OH:20])[OH:21])[cH:17][cH:18]1>>[c:2]1(-[c:16]2[c:15]([CH3:22])[cH:14][c:13]([F:12])[cH:18][cH:17]2)[cH:3][c:4]([C:8](=[O:9])[O:10][CH3:11])[c:5]([CH3:7])[o:6]1.